describe an organic reaction: reactants, conditions, products, and yield From a dataset of the Open Reaction Database (ORD), a public repository of structured organic reaction records. Product: BrC=1C=C(C=CC1)C(C(C)(C)O)(S(=O)(=O)N)F (1-(3-Bromophenyl)-1-fluoro-2-hydroxy-2-methylpropane-1-sulfonamide). Reaction SMILES: [Br:1][C:2]1[CH:3]=[C:4]([CH:8]([F:35])[S:9]([N:12](CC2C=CC(OC)=CC=2OC)CC2C=CC(OC)=CC=2OC)(=[O:11])=[O:10])[CH:5]=[CH:6][CH:7]=1.C[Li].[CH3:38][C:39]([CH3:41])=[O:40].FC(F)(F)C(O)=O>C1COCC1.C(OCC)C>[Br:1][C:2]1[CH:3]=[C:4]([C:8]([F:35])([S:9]([NH2:12])(=[O:10])=[O:11])[C:39]([OH:40])([CH3:41])[CH3:38])[CH:5]=[CH:6][CH:7]=1. Reaction conditions: time 10 minute. Reported procedure: Under inert gas, 310 mg of C-(3-bromophenyl)-N,N-bis(2,4-dimethoxybenzyl)-C-fluoromethanesulfonamide were initially charged in 10 ml of THF, and then, at a temperature of −78° C., 0.68 ml of a 1.6 N methyllithium solution in diethyl ether were added dropwise and the mixture was stirred at constant temperature for 10 minutes. Subsequently, 0.25 ml of acetone were added. After stirring for 10 minutes, the reaction solution was admixed with 0.10 ml of trifluoroacetic acid, and the reaction mixture ... The solvent is C(C)OCC (diethyl ether), C1CCOC1 (THF). Reactants: C[Li] (methyllithium), FC(C(=O)O)(F)F (trifluoroacetic acid), BrC=1C=C(C=CC1)C(S(=O)(=O)N(CC1=C(C=C(C=C1)OC)OC)CC1=C(C=C(C=C1)OC)OC)F (C-(3-bromophenyl)-N,N-bis(2,4-dimethoxybenzyl)-C-fluoromethanesulfonamide), CC(=O)C (acetone). Reactants: C(C)(C)(C)OC(=O)N1CC(CCC1)CN=[N+]=[N-] (3-azidomethylpiperidine-1-carboxylic acid tert-butyl ester). Reagents/catalysts: [Pd] (palladium on charcoal). The solvent is C(C)O (ethanol). Reaction conditions: time 5 hour. The product is C(C)(C)(C)OC(=O)N1CC(CCC1)CN (3-aminomethylpiperidine-1-carboxylic acid tert-butyl ester). The yield is 95.8%. As a reaction SMILES: [C:1]([O:5][C:6]([N:8]1[CH2:13][CH2:12][CH2:11][CH:10]([CH2:14][N:15]=[N+]=[N-])[CH2:9]1)=[O:7])([CH3:4])([CH3:3])[CH3:2]>[Pd].C(O)C>[C:1]([O:5][C:6]([N:8]1[CH2:13][CH2:12][CH2:11][CH:10]([CH2:14][NH2:15])[CH2:9]1)=[O:7])([CH3:4])([CH3:3])[CH3:2]. Procedure: A mixture of 3-azidomethylpiperidine-1-carboxylic acid tert-butyl ester (5.0 g, 20.8 mmol), ethanol (125 mL) and 10% palladium on charcoal (1.5 g) was shaken under a hydrogen atmosphere (60 psig) for 5 hours. The mixture was filtered. The filtrate was concentrated to provide a colorless oil (4.27 g, 96%) which was used without further purification. 1H NMR (300 MHz, CDCl3) δ3.91 (b, 1H), 3.82 (dt, J=13, 4 Hz, 1H), 2.90 (m, 1H), 2.8-2.5 (m, 3H), 1.85 (m, 1H), 1.75 (s, 2H), 1.66 (m, 1H), 1.6-1.4 (m... Starting materials: CC(=O)[O-], CC(=O)[O-], CCCCN(CCCC)CCCC, C=Cc1ccccc1, Ic1ccccc1, O, [Pd+2]. The product is C(=Cc1ccccc1)c1ccccc1. RXN SMILES: [C:29]([O-:30])(=[O:31])[CH3:32].[C:34]([O-:35])(=[O:36])[CH3:37].[CH2:16]([N:17]([CH2:18][CH2:19][CH2:20][CH3:21])[CH2:22][CH2:23][CH2:24][CH3:25])[CH2:26][CH2:27][CH3:28].[CH2:8]=[CH:9][c:10]1[cH:11][cH:12][cH:13][cH:14][cH:15]1.[I:1][c:2]1[cH:3][cH:4][cH:5][cH:6][cH:7]1.[OH2:38].[Pd+2:33]>>[c:2]1([CH:8]=[CH:9][c:10]2[cH:11][cH:12][cH:13][cH:14][cH:15]2)[cH:3][cH:4][cH:5][cH:6][cH:7]1. The reactants are C(C=C)(=O)N (acrylamide), FC1=C(C=C(C=C1)C(F)(F)F)NC(=O)NC1=CC(=CC=C1)I (1-[2-fluoro-5-(trifluoromethyl)phenyl]-3-(3-iodophenyl)urea). Reagents/catalysts: C(C)(=O)[O-].[Pd+2].C(C)(=O)[O-] (palladium(II) acetate), C(C)(=O)[O-].[Pd+2].C(C)(=O)[O-] (palladium(II) acetate). Conditions: temperature 85 celsius, time 3.5 hour. Yields the product FC1=C(C=C(C=C1)C(F)(F)F)NC(=O)NC=1C=C(C=CC1)/C=C/C(=O)N ((2E)-3-{3-[({[2-fluoro-5-(trifluoromethyl)phenyl]amino}carbonyl)amino]phenyl}acrylamide). Isolated yield 25.7%. Reaction SMILES: [C:1]([NH2:5])(=[O:4])[CH:2]=[CH2:3].[F:6][C:7]1[CH:12]=[CH:11][C:10]([C:13]([F:16])([F:15])[F:14])=[CH:9][C:8]=1[NH:17][C:18]([NH:20][C:21]1[CH:26]=[CH:25][CH:24]=[C:23](I)[CH:22]=1)=[O:19]>C([O-])(=O)C.[Pd+2].C([O-])(=O)C>[F:6][C:7]1[CH:12]=[CH:11][C:10]([C:13]([F:16])([F:15])[F:14])=[CH:9][C:8]=1[NH:17][C:18]([NH:20][C:21]1[CH:22]=[C:23](/[CH:3]=[CH:2]/[C:1]([NH2:5])=[O:4])[CH:24]=[CH:25][CH:26]=1)=[O:19] |f:2.3.4|. Procedure: A mixture of acrylamide (24.7 mg, 0.347 mmol), 1-[2-fluoro-5-(trifluoromethyl)phenyl]-3-(3-iodophenyl)urea (36.8 mg, 0.087 mmol), and palladium(II) acetate (7.8 mg, 0.035 mmol) in 0.8 mL degassed DMF:triethylamine (1:1) was reacted at 75° C. After 14.5 hours a catalytic amount of palladium(II) acetate was added, the temperature increased to 85° C., and the reaction continued for an additional 3.5 hours. The reaction was partitioned between EtOAc and H2O/brine mixture. The EtOAc layer was washed ... The reactants are N#Cc1ccccc1OCC(O)CN, CC(O)CCl, CCO, [I-], [K+], [Na+], [Na+], O=C([O-])[O-]. Reaction SMILES: [C:1](#[N:2])[c:3]1[c:4]([O:5][CH2:6][CH:7]([CH2:8][NH2:9])[OH:10])[cH:11][cH:12][cH:13][cH:14]1.[CH2:23]([CH:24]([CH3:25])[OH:26])[Cl:27].[CH3:28][CH2:29][OH:30].[I-:22].[K+:21].[Na+:15].[Na+:16].[O-:17][C:18](=[O:19])[O-:20]>>[C:1](#[N:2])[c:3]1[c:4]([O:5][CH2:6][CH:7]([CH2:8][NH:9][CH2:23][CH:24]([CH3:25])[OH:26])[OH:10])[cH:11][cH:12][cH:13][cH:14]1. The product is CC(O)CNCC(O)COc1ccccc1C#N. Reactants: C(C=C)OC1=CC=C2C(=CC(OC2=C1)=O)C (7-Allyloxy-4-methylcoumarin), C(C)N(C1=CC=CC=C1)CC (N,N-diethylaniline). Conditions: temperature 250 celsius. Product: C(C=C)C=1C(=CC=C2C(=CC(OC12)=O)C)O (8-Allyl-7-hydroxyl-4-methyl-2H-chromen-2-one). Isolated yield 88.0%. RXN SMILES: C([O:4][C:5]1[CH:14]=[C:13]2[C:8]([C:9]([CH3:16])=[CH:10][C:11](=[O:15])[O:12]2)=[CH:7][CH:6]=1)C=C.C(N(CC)[C:20]1[CH:25]=CC=C[CH:21]=1)C>>[CH2:25]([C:14]1[C:5]([OH:4])=[CH:6][CH:7]=[C:8]2[C:13]=1[O:12][C:11](=[O:15])[CH:10]=[C:9]2[CH3:16])[CH:20]=[CH2:21]. Procedure details: 7-Allyloxy-4-methylcoumarin 2 (1.0 g, 4.62 mmol) was dissolved in N,N-diethylaniline (8 mL) in a sealed vial and heated to 250° C. for 25 min under microwave. The reaction mixture was then cooled, during which some of the product precipitated. Hexane (10 mL) was added in order to precipitate out the remaining product. The precipitate was filtered, washed with hexane, and dried under vacuum to yield 3 as a pale-yellow solid (0.88 g, 88%). TLC (hexane/ethyl acetate, 1:3): Rf=0.5. mp 204° C. 1H NMR... The reactants are BrC=1C=C(C=CC1Cl)OC (3-bromo-4-chloroanisole), FC=1C=C(C=CC1)B(O)O ((3-fluorophenyl)boronic acid), C([O-])([O-])=O.[K+].[K+] (potassium carbonate), tetrakistriphenylphosphine palladium (0). Run at time 2 hour. The product is ClC1=C(C=C(C=C1)OC)C1=CC(=CC=C1)F (2-CHLORO-3′-FLUORO-5-METHOXY-1,1′-BIPHENYL). As a reaction SMILES: Br[C:2]1[CH:3]=[C:4]([O:9][CH3:10])[CH:5]=[CH:6][C:7]=1[Cl:8].[F:11][C:12]1[CH:13]=[C:14](B(O)O)[CH:15]=[CH:16][CH:17]=1.C(=O)([O-])[O-].[K+].[K+]>>[Cl:8][C:7]1[CH:6]=[CH:5][C:4]([O:9][CH3:10])=[CH:3][C:2]=1[C:16]1[CH:15]=[CH:14][CH:13]=[C:12]([F:11])[CH:17]=1 |f:2.3.4|. Reported procedure: A round-bottom flask was charged with 3-bromo-4-chloroanisole (1.625 ml, 7.34 mmol), (3-fluorophenyl)boronic acid (1.129 g, 8.07 mmol), potassium carbonate (3.04 g, 22.01 mmol), and tetrakistriphenylphosphine palladium (0) (0.424 g, 0.367 mmol). The flask was flushed with Ar (g), then 1,4-dioxane (19.57 ml) and water (4.89 ml) were added. A reflux condenser was attached, and the flask was lowered into a 90° C. heating bath. After 2 h, the mixture was cooled, diluted with ethyl acetate, and washe... The reactants are Brc1ccc(Br)cc1, C1CCOC1, CC(=CCCC(C)=CCOC1CCCCO1)CCC=O, CCCCCC, [Li]CCCC. The product is CC(=CCOC1CCCCO1)CCC=C(C)CCC(O)c1ccc(Br)cc1. RXN SMILES: [Br:1][c:2]1[cH:3][cH:4][c:5]([Br:6])[cH:7][cH:8]1.[CH2:34]1[O:35][CH2:36][CH2:37][CH2:38]1.[CH3:14][C:15]([CH2:16][CH2:17][CH:18]=[O:19])=[CH:20][CH2:21][CH2:22][C:23](=[CH:24][CH2:25][O:26][CH:27]1[O:28][CH2:29][CH2:30][CH2:31][CH2:32]1)[CH3:33].[CH3:39][CH2:40][CH2:41][CH2:42][CH2:43][CH3:44].[Li:9][CH2:10][CH2:11][CH2:12][CH3:13]>>[c:2]1([CH:18]([CH2:17][CH2:16][C:15]([CH3:14])=[CH:20][CH2:21][CH2:22][C:23](=[CH:24][CH2:25][O:26][CH:27]2[O:28][CH2:29][CH2:30][CH2:31][CH2:32]2)[CH3:33])[OH:19])[cH:3][cH:4][c:5]([Br:6])[cH:7][cH:8]1.